This data is from the Open Reaction Database (ORD), a public repository of structured organic reaction records. The task is: describe an organic reaction: reactants, conditions, products, and yield Reactants: CCN(C(C)C)C(C)C, Cc1ncc(C#CC2=CCN(C(=O)OC(C)(C)C)CC2)cn1, CC1(CS(=O)(=O)Cl)NC(=O)NC1=O, CCO, O=C(O)C(F)(F)F, CN(C)C=O. Yields the product Cc1ncc(C#CC2=CCN(S(=O)(=O)CC3(C)NC(=O)NC3=O)CC2)cn1. As a reaction SMILES: [CH2:30]([N:31]([CH:32]([CH3:33])[CH3:34])[CH:35]([CH3:36])[CH3:37])[CH3:38].[CH3:1][c:2]1[n:3][cH:4][c:5]([C:8]#[C:9][C:10]2=[CH:15][CH2:14][N:13]([C:16]([O:17][C:18]([CH3:19])([CH3:20])[CH3:21])=[O:22])[CH2:12][CH2:11]2)[cH:6][n:7]1.[CH3:39][C:40]1([CH2:47][S:48](=[O:49])(=[O:50])[Cl:51])[NH:41][C:42](=[O:46])[NH:43][C:44]1=[O:45].[CH3:52][CH2:53][OH:54].[F:23][C:24]([F:25])([F:26])[C:27]([OH:28])=[O:29].[O:55]=[CH:56][N:57]([CH3:58])[CH3:59]>>[CH3:1][c:2]1[n:3][cH:4][c:5]([C:8]#[C:9][C:10]2=[CH:15][CH2:14][N:13]([S:48]([CH2:47][C:40]3([CH3:39])[NH:41][C:42](=[O:46])[NH:43][C:44]3=[O:45])(=[O:49])=[O:50])[CH2:12][CH2:11]2)[cH:6][n:7]1. The reactants are C(CC)C1CSCCC1=O (3-propyl-tetrahydrothiopyran-4-one), Cl.NO (hydroxylamine hydrochloride). Yields the product N(O)=C1C(CSCC1)CCC (4-oximino-3-propyl-tetrahydrothiopyran). Reaction SMILES: [CH2:1]([CH:4]1[C:9](=O)[CH2:8][CH2:7][S:6][CH2:5]1)[CH2:2][CH3:3].Cl.[NH2:12][OH:13]>>[N:12](=[C:9]1[CH2:8][CH2:7][S:6][CH2:5][CH:4]1[CH2:1][CH2:2][CH3:3])[OH:13] |f:1.2|. Reported procedure: Employing the procedure described in Example 2, step A, 3-propyl-tetrahydrothiopyran-4-one was reacted with hydroxylamine hydrochloride to form 4-oximino-3-propyl-tetrahydrothiopyran and was used directly in the subsequent reaction. The reactants are CCc1nc2ccccc2n1-c1nc(N2CCOCC2)c2nc(CBr)n(C)c2n1, CC(C)C1C(=O)NCCN1C(=O)OC(C)(C)C, [H-], [Na+], CN(C)C=O. Yields the product CCc1nc2ccccc2n1-c1nc(N2CCOCC2)c2nc(CN3CCN(C(=O)OC(C)(C)C)C(C(C)C)C3=O)n(C)c2n1. As a reaction SMILES: [Br:20][CH2:21][c:22]1[n:23]([CH3:48])[c:24]2[n:25][c:26](-[n:37]3[c:38]([CH2:46][CH3:47])[n:39][c:40]4[c:41]3[cH:42][cH:43][cH:44][cH:45]4)[n:27][c:28]([N:31]3[CH2:32][CH2:33][O:34][CH2:35][CH2:36]3)[c:29]2[n:30]1.[C:1]([CH3:2])([CH3:3])([CH3:4])[O:5][C:6](=[O:7])[N:8]1[CH:9]([CH:15]([CH3:16])[CH3:17])[C:10](=[O:14])[NH:11][CH2:12][CH2:13]1.[H-:19].[Na+:18].[O:49]=[CH:50][N:51]([CH3:52])[CH3:53]>>[C:1]([CH3:2])([CH3:3])([CH3:4])[O:5][C:6](=[O:7])[N:8]1[CH:9]([CH:15]([CH3:16])[CH3:17])[C:10](=[O:14])[N:11]([CH2:21][c:22]2[n:23]([CH3:48])[c:24]3[n:25][c:26](-[n:37]4[c:38]([CH2:46][CH3:47])[n:39][c:40]5[c:41]4[cH:42][cH:43][cH:44][cH:45]5)[n:27][c:28]([N:31]4[CH2:32][CH2:33][O:34][CH2:35][CH2:36]4)[c:29]3[n:30]2)[CH2:12][CH2:13]1. Reactants: BrCCCO (3-bromo-1-propanol), C(C)C1=C(C(=CC(=C1)C1=NOC(=N1)C1=CC(=CC(=C1)C)CN(C)CC)C)O (2-ethyl-4-(5-{3-[(ethyl-methyl-amino)-methyl]-5-methyl-phenyl}-[1,2,4]oxadiazol-3-yl)-6-methyl-phenol), C(=O)([O-])[O-].[K+].[K+] (K2CO3). Solvent: CN(C)C=O (DMF). Run at temperature 60 celsius, time 3 hour. Product: C(C)C1=C(OCCCO)C(=CC(=C1)C1=NOC(=N1)C1=CC(=CC(=C1)C)CN(C)CC)C (3-[2-ethyl-4-(5-{3-[(ethyl-methyl-amino)-methyl]-5-methyl-phenyl}-[1,2,4]oxadiazol-3-yl)-6-methyl-phenoxy]-propan-1-ol), resin. RXN SMILES: Br[CH2:2][CH2:3][CH2:4][OH:5].[CH2:6]([C:8]1[CH:13]=[C:12]([C:14]2[N:18]=[C:17]([C:19]3[CH:24]=[C:23]([CH3:25])[CH:22]=[C:21]([CH2:26][N:27]([CH2:29][CH3:30])[CH3:28])[CH:20]=3)[O:16][N:15]=2)[CH:11]=[C:10]([CH3:31])[C:9]=1[OH:32])[CH3:7].C([O-])([O-])=O.[K+].[K+]>CN(C=O)C>[CH2:6]([C:8]1[CH:13]=[C:12]([C:14]2[N:18]=[C:17]([C:19]3[CH:24]=[C:23]([CH3:25])[CH:22]=[C:21]([CH2:26][N:27]([CH2:29][CH3:30])[CH3:28])[CH:20]=3)[O:16][N:15]=2)[CH:11]=[C:10]([CH3:31])[C:9]=1[O:32][CH2:2][CH2:3][CH2:4][OH:5])[CH3:7] |f:2.3.4|. Reported procedure: 3-bromo-1-propanol (55 mg, 398 μmol) was added to a suspension of 2-ethyl-4-(5-{3-[(ethyl-methyl-amino)-methyl]-5-methyl-phenyl}-[1,2,4]oxadiazol-3-yl)-6-methyl-phenol (97 mg, 265 μmol) and K2CO3 (88 mg, 637 μmol) in DMF (2 mL). The mixture was stirred at 60° C. for 3 h before it was filtered. The filtrate was separated by prep. HPLC (XBridge 30×75 mm, eluting with a gradient of MeCN in water containing 0.5% of sat. aq. ammonia) to give the title compound as a colourless resin (67 mg). LC-MS**: ... Starting materials: O=C([O-])O, CC#N, CCOC(OCC)c1nc(C2CC2)nc(N)c1Cl, [NH4+], [NH4+], [Na+], O=S(=O)(O)O, O=S(=O)([O-])OOS(=O)(=O)[O-]. Yields the product CCOC(=O)c1nc(C2CC2)nc(N)c1Cl. RXN SMILES: [C:36](=[O:37])([OH:38])[O-:39].[CH3:41][C:42]#[N:43].[Cl:6][c:7]1[c:8]([NH2:23])[n:9][c:10]([CH:20]2[CH2:21][CH2:22]2)[n:11][c:12]1[CH:13]([O:14][CH2:15][CH3:16])[O:17][CH2:18][CH3:19].[NH4+:34].[NH4+:35].[Na+:40].[S:1](=[O:2])(=[O:3])([OH:4])[OH:5].[S:24]([O:25][O:26][S:27]([O-:28])(=[O:29])=[O:30])([O-:31])(=[O:32])=[O:33]>>[Cl:6][c:7]1[c:8]([NH2:23])[n:9][c:10]([CH:20]2[CH2:21][CH2:22]2)[n:11][c:12]1[C:13]([O:14][CH2:15][CH3:16])=[O:17]. Reactants: COC(=O)c2ccc1cc(OC(=O)C(C)(C)C)ccc1c2 (substrate), OB(O)c1ccccc1 (effective_coupling_partner). Reagents/catalysts: PCy3. Run at temperature 110 celsius, time 24 hour. Product: COC(=O)c3ccc2cc(c1ccccc1)ccc2c3. The reactants are C(C=C)C=1C(=CC=C2C(=CC(OC12)=O)OCC1=CC=CC=C1)O (8-allyl-4-benzyloxy-7-hydroxycoumarin), C(Cl)C1CO1 (epichlorhydrin). The solvent is C(C)O (ethanol). The product is C(C=C)C=1C(=CC=C2C(=CC(OC12)=O)OCC1=CC=CC=C1)OCC1CO1 (8-Allyl-4-benzyloxy-7-(2,3-epoxypropyloxy)coumarin). Yield: 82.0%. As a reaction SMILES: [CH2:1]([C:4]1[C:5]([OH:23])=[CH:6][CH:7]=[C:8]2[C:13]=1[O:12][C:11](=[O:14])[CH:10]=[C:9]2[O:15][CH2:16][C:17]1[CH:22]=[CH:21][CH:20]=[CH:19][CH:18]=1)[CH:2]=[CH2:3].[CH2:24]([CH:26]1[O:28][CH2:27]1)Cl>C(O)C>[CH2:1]([C:4]1[C:5]([O:23][CH2:24][CH:26]2[O:28][CH2:27]2)=[CH:6][CH:7]=[C:8]2[C:13]=1[O:12][C:11](=[O:14])[CH:10]=[C:9]2[O:15][CH2:16][C:17]1[CH:22]=[CH:21][CH:20]=[CH:19][CH:18]=1)[CH:2]=[CH2:3]. Reported procedure: Reaction of 8-allyl-4-benzyloxy-7-hydroxycoumarin (12.33 g; 0.04 mole) with epichlorhydrin (25 ml) as described in Example 2(a) gave 11.97 g (82%) of product of m.p. (ethanol) 118°-121° C., νmax (mull) 1715, 1618, 1565 cm-1 (Found; C, 72.45; H, 5.53; C22H20O5 requires; C, 72.51; H, 5.53%).